From a dataset of the Open Reaction Database (ORD), a public repository of structured organic reaction records. describe an organic reaction: reactants, conditions, products, and yield Reactants: CC(C)Oc1ccccc1C=O, CC1=CN=C(C=C1)N, [C-]#[N+]C1CCCCC1. The reagents and catalysts are O=C(O)C(F)(F)F (trifluoroacetic acid). Solvent: CC(C)O (isopropyl alcohol), CC(C)O (isopropylalcohol). Conditions: temperature 22 celsius, time 20 hour. Product: CC(C)Oc1ccccc1c1c(NC2CCCCC2)n2cc(C)ccc2n1. Yield: 57.0%. As a reaction SMILES: CC1=CC=C(N)N=C1.[C-]#[N+]C1CCCCC1.CC(C)OC1=CC=CC=C1C=O>>CC(C)OC1=C(C=CC=C1)C1=C(NC2CCCCC2)N2C=C(C)C=CC2=N1. Procedure: 6-methoxy-8-methyl-4-(4-oxo-1-phenyl-1,3,8-triazaspiro[4.5]dec-8-yl)pteridin-7(8H)-one was prepared in an analogous fashion to 8-methyl-6-(methyloxy)-4-[4-(2-oxo-2,3-dihydro-1H-benzimidazol-1-yl)piperidin-1-yl]pteridin-7(8H)-one, in which the 1-piperidin-4-yl-1,3-dihydro-2H-benzimidazol-2-one was replaced with commercially available 1-phenyl-1,3,8-triazaspiro[4.5]decan-4-one. 1H NMR (400 MHz, DMSO-d6): δ 8.82 (s, 1H), 8.37 (s, 1H), 7.08 (t, 2H), 6.66 (t, 1H), 6.61 (d, 1H), 4.99 (d, 2H), 4.60 (s,... The product is COC1=NC=2C(=NC=NC2N(C1=O)C)N1CCC2(C(NCN2C2=CC=CC=C2)=O)CC1 (6-methoxy-8-methyl-4-(4-oxo-1-phenyl-1,3,8-triazaspiro[4.5]dec-8-yl)pteridin-7(8H)-one). Reaction SMILES: [CH3:1][N:2]1[C:11]2[N:10]=[CH:9][N:8]=[C:7]([N:12]3[CH2:17][CH2:16][CH:15]([N:18]4[C:22]5[CH:23]=[CH:24][CH:25]=[CH:26][C:21]=5[NH:20][C:19]4=O)[CH2:14][CH2:13]3)[C:6]=2[N:5]=[C:4]([O:28][CH3:29])[C:3]1=[O:30].N1CCC(N2C3C=CC=CC=3N[C:38]2=[O:46])CC1.C1(N2C3(CCNCC3)C(=O)NC2)C=CC=CC=1>>[CH3:29][O:28][C:4]1[C:3](=[O:30])[N:2]([CH3:1])[C:11]2[N:10]=[CH:9][N:8]=[C:7]([N:12]3[CH2:17][CH2:16][C:15]4([N:18]([C:22]5[CH:23]=[CH:24][CH:25]=[CH:26][CH:21]=5)[CH2:19][NH:20][C:38]4=[O:46])[CH2:14][CH2:13]3)[C:6]=2[N:5]=1. Reactants: CN1C(C(=NC=2C(=NC=NC12)N1CCC(CC1)N1C(NC2=C1C=CC=C2)=O)OC)=O (8-methyl-6-(methyloxy)-4-[4-(2-oxo-2,3-dihydro-1H-benzimidazol-1-yl)piperidin-1-yl]pteridin-7(8H)-one), N1CCC(CC1)N1C(NC2=C1C=CC=C2)=O (1-piperidin-4-yl-1,3-dihydro-2H-benzimidazol-2-one), C1(=CC=CC=C1)N1CNC(C12CCNCC2)=O (1-phenyl-1,3,8-triazaspiro[4.5]decan-4-one). Starting materials: Cl (HCl), C(C)(C)SC1=CC=C(C=C1)B(O)O (4-(isopropylthio)phenylboronic acid), BrC=1C=C(SC1)C(=O)O (4-bromothiophene-2-carboxylic acid), C([O-])([O-])=O.[Na+].[Na+] (sodium carbonate). The reagents and catalysts are C1=CC=C(C=C1)P(C2=CC=CC=C2)C3=CC=CC=C3.C1=CC=C(C=C1)P(C2=CC=CC=C2)C3=CC=CC=C3.Cl[Pd]Cl (Bis(triphenylphosphine)palladium (II) chloride). Solvent: O (water), C(C)#N (acetonitrile). Conditions: temperature 150 celsius. Yields the product C(C)(C)SC1=CC=C(C=C1)C=1C=C(SC1)C(=O)O (4-(4-(isopropylthio)phenyl)thiophene-2-carboxylic acid). Isolated yield 94.8%. Reaction SMILES: [CH:1]([S:4][C:5]1[CH:10]=[CH:9][C:8](B(O)O)=[CH:7][CH:6]=1)([CH3:3])[CH3:2].Br[C:15]1[CH:16]=[C:17]([C:20]([OH:22])=[O:21])[S:18][CH:19]=1.C(=O)([O-])[O-].[Na+].[Na+].Cl>O.C1C=CC(P(C2C=CC=CC=2)C2C=CC=CC=2)=CC=1.C1C=CC(P(C2C=CC=CC=2)C2C=CC=CC=2)=CC=1.Cl[Pd]Cl.C(#N)C>[CH:1]([S:4][C:5]1[CH:10]=[CH:9][C:8]([C:15]2[CH:16]=[C:17]([C:20]([OH:22])=[O:21])[S:18][CH:19]=2)=[CH:7][CH:6]=1)([CH3:3])[CH3:2] |f:2.3.4,7.8.9|. Procedure: A mixture of commercially available 4-(isopropylthio)phenylboronic acid (735 mg, 3.75 mmol), 4-bromothiophene-2-carboxylic acid (776 mg, 3.75 mmol), Bis(triphenylphosphine)palladium (II) chloride (131 mg, 0.188 mmol), acetonitrile (7.5 mL) and aqueous sodium carbonate (1M, 7.5 mL) was heated to 150° C. by microwave irradiation (Biotage Intiator™ Sixty, 0-300 W, pre-stirring 2 minutes) for 5 minutes under an argon atmosphere. The reaction mixture was cooled to ambient temperature, diluted with wa...